describe an organic reaction: reactants, conditions, products, and yield From a dataset of the Open Reaction Database (ORD), a public repository of structured organic reaction records. Starting materials: BrCC1CC1, O=C(c1cc2cc(OC3CCNC3)ccc2[nH]1)N1CCOCC1. Yields the product O=C(c1cc2cc(OC3CCN(CC4CC4)C3)ccc2[nH]1)N1CCOCC1. RXN SMILES: [Br:24][CH2:25][CH:26]1[CH2:27][CH2:28]1.[O:1]1[CH2:2][CH2:3][N:4]([C:7](=[O:8])[c:9]2[nH:10][c:11]3[cH:12][cH:13][c:14]([O:18][CH:19]4[CH2:20][NH:21][CH2:22][CH2:23]4)[cH:15][c:16]3[cH:17]2)[CH2:5][CH2:6]1>>[O:1]1[CH2:2][CH2:3][N:4]([C:7](=[O:8])[c:9]2[nH:10][c:11]3[cH:12][cH:13][c:14]([O:18][CH:19]4[CH2:20][N:21]([CH2:25][CH:26]5[CH2:27][CH2:28]5)[CH2:22][CH2:23]4)[cH:15][c:16]3[cH:17]2)[CH2:5][CH2:6]1. The reactants are O=C(O)c1cc(Cl)nnc1Cl, [Na+], [OH-]. Product: O=C(O)c1cc(Cl)nnc1O. As a reaction SMILES: [Cl:1][c:2]1[n:3][n:4][c:5]([Cl:11])[cH:6][c:7]1[C:8](=[O:9])[OH:10].[Na+:13].[OH-:12]>>[c:2]1([OH:12])[n:3][n:4][c:5]([Cl:11])[cH:6][c:7]1[C:8](=[O:9])[OH:10]. Reactants: BrBr (Bromine), C1(=CC=CC=C1)P(CCP(C1=CC=CC=C1)C1=CC=CC=C1)C1=CC=CC=C1 (1,2-bis (diphenyl)phosphinoethane), C1=C(C=CC2=CC=CC=C12)CCCCCO (5-(2-napthyl)pentan-1-ol), solution. Solvent: C(C)OCC.CCCCC (ethyl ether pentane), ClCCl (dichloromethane), ClCCl (dichloromethane), ClCCl (dichloromethane). Conditions: time 1.5 hour. Yields the product BrCCCCCC1=CC2=CC=CC=C2C=C1 (1-Bromo-5-(2-napthyl)-pentane). Reaction SMILES: [Br:1]Br.C1(P(C2C=CC=CC=2)CCP(C2C=CC=CC=2)C2C=CC=CC=2)C=CC=CC=1.[CH:31]1[C:40]2[C:35](=[CH:36][CH:37]=[CH:38][CH:39]=2)[CH:34]=[CH:33][C:32]=1[CH2:41][CH2:42][CH2:43][CH2:44][CH2:45]O>ClCCl.C(OCC)C.CCCCC>[Br:1][CH2:45][CH2:44][CH2:43][CH2:42][CH2:41][C:32]1[CH:33]=[CH:34][C:35]2[C:40](=[CH:39][CH:38]=[CH:37][CH:36]=2)[CH:31]=1 |f:4.5|. Procedure details: Bromine (a 2M solution in dichloromethane; 955 mg, 5.97 mmol) was added to a solution of 1,2-bis (diphenyl)phosphinoethane (1.16 g, 2.99 mmol) in dichloromethane (15 ml) at 0°. A solution of 5-(2-napthyl)pentan-1-ol (513 mg, 2.39 mmol) in dichloromethane (5 ml) was added to the 0° solution. The solution was warmed to room temperature and stirred for 1.5 hours. The solution was diluted with ethyl ether/pentane (1:3), filtered through a thin pad of celite and the solvent evaporated. The resulting ... Starting materials: CO, Cc1csc2ccc([N+](=O)[O-])cc12. The product is Cc1csc2ccc(N)cc12. As a reaction SMILES: [CH3:14][OH:15].[CH3:1][c:2]1[c:3]2[c:4]([s:5][cH:6]1)[cH:7][cH:8][c:9]([N+:11]([O-:12])=[O:13])[cH:10]2>>[CH3:1][c:2]1[c:3]2[c:4]([s:5][cH:6]1)[cH:7][cH:8][c:9]([NH2:11])[cH:10]2. The reactants are CC(C)N(Cc1ccccc1)c1ncnc2c1ncn2C1OC(CO)C(O)C1O, Cl. Product: CC(C)N(Cc1ccccc1)c1ncnc2nc[nH]c12. Reaction SMILES: [CH2:1]([c:2]1[cH:3][cH:4][cH:5][cH:6][cH:7]1)[N:8]([CH:9]([CH3:10])[CH3:11])[c:12]1[c:13]2[n:14][cH:15][n:16]([CH:21]3[O:22][CH:23]([CH2:24][OH:25])[CH:26]([OH:27])[CH:28]3[OH:29])[c:17]2[n:18][cH:19][n:20]1.[ClH:30]>>[CH2:1]([c:2]1[cH:3][cH:4][cH:5][cH:6][cH:7]1)[N:8]([CH:9]([CH3:10])[CH3:11])[c:12]1[c:13]2[nH:14][cH:15][n:16][c:17]2[n:18][cH:19][n:20]1. Starting materials: C(C)C12C(CCOC=3C1=CC=1C=NN(C1C3)C3=CC(=NC=C3)C)CC3(OC3)CC2 (rac-(2′R,4aS,12bR)-12b-ethyl-9-(2-methylpyridin-4-yl)-1,2,4,4a,5,6,9,12b-octahydrospiro[benzo[4,5]oxepino[3,2-f]indazole-3,2′-oxirane]), C[O-].[Na+] (NaOMe). Run at time 16 hour. Yields the product C(C)C12C(CCOC=3C1=CC=1C=NN(C1C3)C3=CC(=NC=C3)C)CC(CC2)(O)COC (rac-(3R,4aS,12bR)-12b-ethyl-3-(methoxymethyl)-9-(2-methylpyridin-4-yl)-2,3,4,4a,5,6,9,12b-octahydro-1H-benzo[4,5]oxepino[3,2-f]indazol-3-ol). As a reaction SMILES: [CH2:1]([C:3]12[CH2:29][CH2:28][C:25]3([CH2:27][O:26]3)[CH2:24][CH:4]1[CH2:5][CH2:6][O:7][C:8]1[C:9]2=[CH:10][C:11]2[CH:12]=[N:13][N:14]([C:17]3[CH:22]=[CH:21][N:20]=[C:19]([CH3:23])[CH:18]=3)[C:15]=2[CH:16]=1)[CH3:2].[CH3:30][O-:31].[Na+]>>[CH2:1]([C:3]12[CH2:29][CH2:28][C:25]([CH2:27][O:31][CH3:30])([OH:26])[CH2:24][CH:4]1[CH2:5][CH2:6][O:7][C:8]1[C:9]2=[CH:10][C:11]2[CH:12]=[N:13][N:14]([C:17]3[CH:22]=[CH:21][N:20]=[C:19]([CH3:23])[CH:18]=3)[C:15]=2[CH:16]=1)[CH3:2] |f:1.2|. Procedure details: A 50 mL round-bottom flask equipped with rubber septum and nitrogen inlet needle was charged with rac-(2′R,4aS,12bR)-12b-ethyl-9-(2-methylpyridin-4-yl)-1,2,4,4a,5,6,9,12b-octahydrospiro[benzo[4,5]oxepino[3,2-f]indazole-3,2′-oxirane] (93, R1=2-Methylpyridin-4-yl, R2=Ethyl) (0.200 g, 0.513 mmol) and NaOMe (0.5 M in MeOH) (5.1 mL, 2.57 mmol). The resulting solution was allowed to stir at rt for about 16 h, after which the reaction solution was concentrated under reduced pressure. The residue was pa...